Dataset: the Open Reaction Database (ORD), a public repository of structured organic reaction records. Task: describe an organic reaction: reactants, conditions, products, and yield Yields the product ClC1=CC=C(C(=NO)Cl)C=C1 (4-chloro-N-hydroxy-benzimidoyl chloride). The solvent is CN(C=O)C (dimethylformamide). Reaction SMILES: [Cl:1][C:2]1[CH:10]=[CH:9][C:5]([CH:6]=[N:7][OH:8])=[CH:4][CH:3]=1.[Cl:11]N1C(=O)CCC1=O.Cl>CN(C)C=O>[Cl:1][C:2]1[CH:10]=[CH:9][C:5]([C:6]([Cl:11])=[N:7][OH:8])=[CH:4][CH:3]=1. Reactants: ClC1=CC=C(C=NO)C=C1 (4-chloro-benzaldehyde oxime), ClN1C(CCC1=O)=O (N-chlorosuccinimide), Cl (hydrochloric acid), ClN1C(CCC1=O)=O (N-chlorosuccinimide), Cl (HCl), ice water. Yield: 408.0%. Reported procedure: To a solution of 4-chloro-benzaldehyde oxime (20 g, 0.13 mol) in anhydrous dimethylformamide (80 ml) was added N-chlorosuccinimide (3.51 g, 0.03 mol, 0.2 eq) at room temperature. Subsequently, HCl gas drawn from the headspace of concentrated hydrochloric acid was bubbled through the reaction mixture. Then, additional N-chlorosuccinimide (14.06 g, 0.11 mol, 0.8 eq) was then added in four portions and the mixture was stirred at room temperature for twenty hours before it was poured into ice-water ... Reactants: [Cl-].[Cl-].[Cl-].[Cl-].[Hf+4] (Hafnium tetrachloride), C[N-]C.[Li+] (lithium dimethylamide), C[N-]C.[Li+] (lithium dimethylamide). The solvent is C(C)OCC (diethyl ether). The product is C[N-]C.C[N-]C.C[N-]C.C[N-]C.[Hf+4] (hafnium tetrakis(dimethylamide)). Reaction SMILES: [CH3:1][N-:2][CH3:3].[Li+].[Cl-].[Cl-].[Cl-].[Cl-].[Hf+4:9]>C(OCC)C>[CH3:1][N-:2][CH3:3].[CH3:1][N-:2][CH3:3].[CH3:1][N-:2][CH3:3].[CH3:1][N-:2][CH3:3].[Hf+4:9] |f:0.1,2.3.4.5.6,8.9.10.11.12|. Procedure details: The lithium dimethylamide, 0.5 mole, in 250 ml of diethyl ether is chilled in an acetone/dry ice bath to -78° C. Hafnium tetrachloride, 35.9 g (0.112 mole), is transferred to a solid addition funnel attached to the 500 ml Schlenk then added over 30 minutes to the magnetically stirred lithium dimethylamide slurry. The mixture is warmed slowly to room temperature then refluxed 1 hour. All volatiles are removed under vacuum at room temperature and the remaining oily solid is extracted twice with 15... RXN SMILES: Cl[C:2]1[N:7]=[C:6]([C:8]2[S:12][C:11]([C:13]([CH3:16])([CH3:15])[CH3:14])=[N:10][C:9]=2[C:17]2[C:18]([F:35])=[C:19]([NH:23][S:24]([C:27]3[CH:32]=[C:31]([F:33])[CH:30]=[CH:29][C:28]=3[F:34])(=[O:26])=[O:25])[CH:20]=[CH:21][CH:22]=2)[CH:5]=[CH:4][N:3]=1.[CH2:36]([NH2:40])[CH:37]([CH3:39])[CH3:38]>>[CH3:14][C:13]([C:11]1[S:12][C:8]([C:6]2[CH:5]=[CH:4][N:3]=[C:2]([NH:40][CH2:36][CH:37]([CH3:39])[CH3:38])[N:7]=2)=[C:9]([C:17]2[C:18]([F:35])=[C:19]([NH:23][S:24]([C:27]3[CH:32]=[C:31]([F:33])[CH:30]=[CH:29][C:28]=3[F:34])(=[O:26])=[O:25])[CH:20]=[CH:21][CH:22]=2)[N:10]=1)([CH3:16])[CH3:15]. Yields the product CC(C)(C)C=1SC(=C(N1)C=1C(=C(C=CC1)NS(=O)(=O)C1=C(C=CC(=C1)F)F)F)C1=NC(=NC=C1)NCC(C)C (N-[3-(2-(1,1-Dimethylethyl)-5-{2-[(2-methylpropyl)amino]-4-pyrimidinyl}-1,3-thiazol-4-yl)-2-fluorophenyl]-2,5-difluorobenzenesulfonamide). Starting materials: ClC1=NC=CC(=N1)C1=C(N=C(S1)C(C)(C)C)C=1C(=C(C=CC1)NS(=O)(=O)C1=C(C=CC(=C1)F)F)F (N-{3-[5-(2-chloro-4-pyrimidinyl)-2-(1,1-dimethylethyl)-1,3-thiazol-4-yl]-2-fluorophenyl}-2,5-difluorobenzenesulfonamide), C(C(C)C)N (isobutylamine). Procedure details: Following a procedure analogous to the procedure described in Example 18, Step B using N-{3-[5-(2-chloro-4-pyrimidinyl)-2-(1,1-dimethylethyl)-1,3-thiazol-4-yl]-2-fluorophenyl}-2,5-difluorobenzenesulfonamide (100 mg, 0.186 mmol) and isobutylamine (2 mL) the title compound was obtained as a white powder (52 mg, 48.7% yield). 1H NMR (400 MHz, DMSO-d6): δ 10.76 (s, 1H), 8.04 (d, J=5.2 Hz, 1H), 7.35-7.57 (m, 6H), 7.28 (t, J=7.8 Hz, 1H), 5.84 (bs, 1H), 2.95 (bs, 2H), 1.80 (bs, 1H), 1.40 (s, 9H), 0.86 ...